From a dataset of the Open Reaction Database (ORD), a public repository of structured organic reaction records. describe an organic reaction: reactants, conditions, products, and yield The reactants are C(\C=C\C(=O)O)(=O)O (fumaric acid), FC1=CC2=C(C(=NO2)C2CCNCC2)C=C1 (6-fluoro-3-(4-piperidinyl)-1,2-benzisoxazole), C(=O)([O-])[O-].[K+].[K+] (K2CO3), C(C)#N (acetonitrile). The solvent is C(C)O (ethanol), C(C)O (ethanol). The product is C(\C=C\C(=O)O)(=O)O.C(C)(=O)OCCN1CCC(CC1)C1=NOC2=C1C=CC(=C2)F (2-[4-(6-Fluoro-1,2-benzisoxazol-3-yl)-1-piperidinyl]ethyl Acetate Fumarate). RXN SMILES: [F:1][C:2]1[CH:16]=[CH:15][C:5]2[C:6]([CH:9]3[CH2:14][CH2:13][NH:12][CH2:11][CH2:10]3)=[N:7][O:8][C:4]=2[CH:3]=1.C([O-])([O-])=O.[K+].[K+].[C:23]([OH:30])(=[O:29])/[CH:24]=[CH:25]/[C:26]([OH:28])=[O:27].[C:31](#N)[CH3:32]>C(O)C>[C:23]([OH:30])(=[O:29])/[CH:24]=[CH:25]/[C:26]([OH:28])=[O:27].[C:26]([O:28][CH2:31][CH2:32][N:12]1[CH2:11][CH2:10][CH:9]([C:6]2[C:5]3[CH:15]=[CH:16][C:2]([F:1])=[CH:3][C:4]=3[O:8][N:7]=2)[CH2:14][CH2:13]1)(=[O:27])[CH3:25] |f:1.2.3,7.8|. Procedure details: A mixture of 6-fluoro-3-(4-piperidinyl)-1,2-benzisoxazole (3.0 g, 13.6 mmol), K2CO3 (3.5 g, 25 mmol) 2-bromoethyl acetate (4 g, 26.5 mmol) in acetonitrile (50 ml) was heated at reflux for 4 hours. After cooling to room temperature, the inorganic salts were filtered and washed with DCM (dichloromethane 50 ml). The organic solvent was removed on a rotary evaporator to give an oil. The oily product was purified on a flash chromatography column (60 g of SiO2; eluted with MeOH 2%-4% in DCM). The pure...